Dataset: the Open Reaction Database (ORD), a public repository of structured organic reaction records. Task: describe an organic reaction: reactants, conditions, products, and yield Starting materials: CC(=O)SC1CC(CN2CCNC2=O)N(C)C1, C[O-], CC(=O)O, CO, [Na+]. Yields the product CN1CC(S)CC1CN1CCNC1=O. Reaction SMILES: [C:1](=[O:2])([CH3:3])[S:4][CH:5]1[CH2:6][CH:7]([CH2:11][N:12]2[C:13](=[O:17])[NH:14][CH2:15][CH2:16]2)[N:8]([CH3:10])[CH2:9]1.[CH3:18][O-:19].[CH3:21][C:22](=[O:23])[OH:24].[CH3:25][OH:26].[Na+:20]>>[SH:4][CH:5]1[CH2:6][CH:7]([CH2:11][N:12]2[C:13](=[O:17])[NH:14][CH2:15][CH2:16]2)[N:8]([CH3:10])[CH2:9]1. Starting materials: IC1=CC2=CC(=CC=C2C=C1)[N+](=O)[O-] (2-iodo-7-nitronaphthalene), FC(F)(F)I (trifluoromethyliodide). Reagents/catalysts: [Cu] (copper). The solvent is N1=CC=CC=C1 (pyridine). Run at temperature 120 celsius, time 20 hour. Yields the product [N+](=O)([O-])C1=CC2=CC(=CC=C2C=C1)C(F)(F)F (2-nitro-7-trifluoromethylnaphthalene). As a reaction SMILES: I[C:2]1[CH:11]=[CH:10][C:9]2[C:4](=[CH:5][C:6]([N+:12]([O-:14])=[O:13])=[CH:7][CH:8]=2)[CH:3]=1.[F:15][C:16](I)([F:18])[F:17]>N1C=CC=CC=1.[Cu]>[N+:12]([C:6]1[CH:7]=[CH:8][C:9]2[C:4](=[CH:3][C:2]([C:16]([F:18])([F:17])[F:15])=[CH:11][CH:10]=2)[CH:5]=1)([O-:14])=[O:13]. Procedure details: A mixture of 2-iodo-7-nitronaphthalene (1 g, 3.34 mmol), trifluoromethyliodide (0.328 mL, 4.01 mmol) and copper powder (2.55 g, 40.1 mmol) in pyridine (20 mL) in a sealed tube is heated with stirring at 120° C. for 20 hours. After cooling, the reaction mixture is filtered and extracted with EtOAc. The organic extracts are washed with water, 0.1 M citric acid solution and dried (Na2SO4). Concentration and purification of the residual oil by flash chromatography on silica gel (2:1 hexanes/EtOAc) g... As a reaction SMILES: [CH3:25][c:26]1[cH:27][cH:28][cH:29][cH:30][cH:31]1.[Cl:1][c:2]1[cH:3][cH:4][c:5]([P:8]([c:9]2[cH:10][cH:11][cH:12][cH:13][cH:14]2)([c:15]2[cH:16][cH:17][c:18]([Cl:21])[cH:19][cH:20]2)=[S:22])[cH:6][cH:7]1.[OH:23][OH:24]>>[Cl:1][c:2]1[cH:3][cH:4][c:5]([P:8]([c:9]2[cH:10][cH:11][cH:12][cH:13][cH:14]2)([c:15]2[cH:16][cH:17][c:18]([Cl:21])[cH:19][cH:20]2)=[O:23])[cH:6][cH:7]1. Starting materials: Cc1ccccc1, S=P(c1ccccc1)(c1ccc(Cl)cc1)c1ccc(Cl)cc1, OO. The product is O=P(c1ccccc1)(c1ccc(Cl)cc1)c1ccc(Cl)cc1.